Dataset: the Open Reaction Database (ORD), a public repository of structured organic reaction records. Task: describe an organic reaction: reactants, conditions, products, and yield Starting materials: C(CN)C(O)(P(=O)(O)[O-])P(=O)(O)[O-].[Na+].[Na+] (disodium pamidronate), C(CN)C(O)(P(=O)(O)O)P(=O)(O)O (pamidronic acid), [OH-].[Na+] (sodium hydroxide), C(CN)C(O)(P(=O)(O)O)P(=O)(O)O (pamidronic acid), [OH-].[Na+] (sodium hydroxide). Run in O (water). Product: C(CN)C(O)(P(=O)(O)[O-])P(=O)(O)[O-].O.[Na+].[Na+] (disodium pamidronate hydrate). As a reaction SMILES: [CH2:1]([C:4]([P:10]([O-:13])([OH:12])=[O:11])([P:6]([O-:9])([OH:8])=[O:7])[OH:5])[CH2:2][NH2:3].[Na+:14].[Na+].C(C(P(O)(O)=O)(P(O)(O)=O)[OH:20])CN.[OH-].[Na+]>O>[CH2:1]([C:4]([P:10]([O-:13])([OH:12])=[O:11])([P:6]([O-:8])([OH:9])=[O:7])[OH:5])[CH2:2][NH2:3].[OH2:20].[Na+:14].[Na+:14] |f:0.1.2,4.5,7.8.9.10|. Reported procedure: In the process for preparing crystalline disodium pamidronate from the reaction solution for neutralization of pamidronic acid with sodium hydroxide according to the first method, it is characterized to be included the process which pamidronic acid is neutralized with sodium hydroxide at about 90° C. in the range of pH 7.5˜8.5: the insoluble materials produced after neutralization is filtered: an alcohol is added to the filtrate to produce a salt: the resulting salt is dissolved in water and is ... The reactants are FC(F)(F)CCCBr, CCOC(=O)c1ccc(OC)c(O)c1, CC#N, [K+], [K+], O=C([O-])[O-]. Product: CCOC(=O)c1ccc(OC)c(OCCCC(F)(F)F)c1. RXN SMILES: [Br:15][CH2:16][CH2:17][CH2:18][C:19]([F:20])([F:21])[F:22].[CH2:1]([CH3:2])[O:3][C:4]([c:5]1[cH:6][c:7]([OH:13])[c:8]([O:11][CH3:12])[cH:9][cH:10]1)=[O:14].[CH3:29][C:30]#[N:31].[K+:23].[K+:24].[O-:25][C:26]([O-:27])=[O:28]>>[CH2:1]([CH3:2])[O:3][C:4]([c:5]1[cH:6][c:7]([O:13][CH2:16][CH2:17][CH2:18][C:19]([F:20])([F:21])[F:22])[c:8]([O:11][CH3:12])[cH:9][cH:10]1)=[O:14]. The reactants are 2L, FC1=CC(=C(N)C=C1)[N+](=O)[O-] (4-fluoro-2-nitroaniline), BrBr (bromine), Br (hydrobromic acid). Run in O (water). Conditions: temperature 7 celsius, time 1 hour. The product is FC1=CC(=C(N)C(=C1)[N+](=O)[O-])Br (4-fluoro-2-bromo-6-nitroaniline). RXN SMILES: [F:1][C:2]1[CH:8]=[CH:7][C:5]([NH2:6])=[C:4]([N+:9]([O-:11])=[O:10])[CH:3]=1.[BrH:12].BrBr>O>[F:1][C:2]1[CH:3]=[C:4]([N+:9]([O-:11])=[O:10])[C:5]([NH2:6])=[C:7]([Br:12])[CH:8]=1. Procedure: Mix 4-fluoro-2-nitroaniline (15.6 g, 0.1 mol) in water (400 mL) and add 48% hydrobromic acid (1kg). Add bromine (16 g, 0.1 mol) with stirring and stir for 1 hour. Dilute to 2L and cool to 7° C. Filter, wash with water and dry to give 4-fluoro-2-bromo-6-nitroaniline. Starting materials: [Li]CCCC, CCCCCC, O=CCC1CCC2(C1)OCCO2, C1CCOC1, O=S(=O)(c1ccccc1)n1ccc2cccnc21. The product is O=S(=O)(c1ccccc1)n1c(C(O)CC2CCC3(C2)OCCO3)cc2cccnc21. As a reaction SMILES: [CH2:19]([Li:20])[CH2:21][CH2:22][CH3:23].[CH3:24][CH2:25][CH2:26][CH2:27][CH2:28][CH3:29].[O:30]1[CH2:31][CH2:32][O:33][C:34]12[CH2:35][CH:36]([CH2:39][CH:40]=[O:41])[CH2:37][CH2:38]2.[O:42]1[CH2:43][CH2:44][CH2:45][CH2:46]1.[c:1]1([S:7](=[O:8])(=[O:9])[n:10]2[cH:11][cH:12][c:13]3[c:14]2[n:15][cH:16][cH:17][cH:18]3)[cH:2][cH:3][cH:4][cH:5][cH:6]1>>[c:1]1([S:7](=[O:8])(=[O:9])[n:10]2[c:11]([CH:40]([CH2:39][CH:36]3[CH2:35][C:34]4([O:30][CH2:31][CH2:32][O:33]4)[CH2:38][CH2:37]3)[OH:41])[cH:12][c:13]3[c:14]2[n:15][cH:16][cH:17][cH:18]3)[cH:2][cH:3][cH:4][cH:5][cH:6]1. Starting materials: ClC=1N=C(C2=C(N1)C=C(S2)C=O)N2CCOCC2 (2-chloro-4-morpholin-4-yl-thieno[3,2-d]pyrimidine-6-carbaldehyde), Cl.CS(=O)(=O)N1[C@H](CNCC1)C ((S)-1-methanesulfonyl-2-methyl-piperazine hydrochloride salt). Product: ClC=1N=C(C2=C(N1)C=C(S2)CN2C[C@@H](N(CC2)S(=O)(=O)C)C)N2CCOCC2 (2-chloro-6-((S)-4-methanesulfonyl-3-methyl-piperazin-1-ylmethyl)-4-morpholin-4-yl-thieno[3,2-d]pyrimidine). As a reaction SMILES: [Cl:1][C:2]1[N:3]=[C:4]([N:13]2[CH2:18][CH2:17][O:16][CH2:15][CH2:14]2)[C:5]2[S:10][C:9]([CH:11]=O)=[CH:8][C:6]=2[N:7]=1.Cl.[CH3:20][S:21]([N:24]1[CH2:29][CH2:28][NH:27][CH2:26][C@@H:25]1[CH3:30])(=[O:23])=[O:22]>>[Cl:1][C:2]1[N:3]=[C:4]([N:13]2[CH2:18][CH2:17][O:16][CH2:15][CH2:14]2)[C:5]2[S:10][C:9]([CH2:11][N:27]3[CH2:28][CH2:29][N:24]([S:21]([CH3:20])(=[O:22])=[O:23])[C@@H:25]([CH3:30])[CH2:26]3)=[CH:8][C:6]=2[N:7]=1 |f:1.2|. Procedure: Reaction between 2-chloro-4-morpholin-4-yl-thieno[3,2-d]pyrimidine-6-carbaldehyde and (S)-1-methanesulfonyl-2-methyl-piperazine hydrochloride salt using procedure C yielded 2-chloro-6-((S)-4-methanesulfonyl-3-methyl-piperazin-1-ylmethyl)-4-morpholin-4-yl-thieno[3,2-d]pyrimidine. This compound was subjected to procedure A to yield the desired final compound which was purified using flash chromatography. RXN SMILES: [CH2:49]1[O:50][CH2:51][CH2:52][O:53][CH2:54]1.[CH:26]([N:27]([CH2:28][CH3:29])[CH:30]([CH3:31])[CH3:32])([CH3:33])[CH3:34].[Cl:1][c:2]1[cH:3][cH:4][c:5]([CH2:6][c:7]2[cH:8][n:9][nH:10][c:11]2[CH:12]2[N:13]([C:17]([O:19][C:18]([CH3:20])([CH3:21])[CH3:22])=[O:23])[CH2:14][CH2:15][CH2:16]2)[cH:24][cH:25]1.[ClH:48].[N:35](=[C:36]=[O:37])[c:38]1[cH:39][cH:40][c:41]([C:44]([F:45])([F:46])[F:47])[cH:42][cH:43]1>>[Cl:1][c:2]1[cH:3][cH:4][c:5]([CH2:6][c:7]2[cH:8][n:9][nH:10][c:11]2[CH:12]2[N:13]([C:17](=[O:19])[NH:35][c:38]3[cH:39][cH:40][c:41]([C:44]([F:45])([F:46])[F:47])[cH:42][cH:43]3)[CH2:14][CH2:15][CH2:16]2)[cH:24][cH:25]1. Product: O=C(Nc1ccc(C(F)(F)F)cc1)N1CCCC1c1[nH]ncc1Cc1ccc(Cl)cc1. Starting materials: C1COCCO1, CCN(C(C)C)C(C)C, CC(C)(C)OC(=O)N1CCCC1c1[nH]ncc1Cc1ccc(Cl)cc1, Cl, O=C=Nc1ccc(C(F)(F)F)cc1. Starting materials: Cl (HCl), Cl (HCl), CC=1SCCN1 (2-methylthiazoline), CC=1SCCN1 (2-methylthiazoline), C[O-].[Na+] (sodium methoxide), OC1CNC1 (3-hydroxyazetidine). Run in C(C)O (ethanol). The product is OC1CN(C1)C=1SCCN1 (3-hydroxy-1-(thiazolin-2-yl)azetidine). Yield: 57.2%. As a reaction SMILES: [OH:1][CH:2]1[CH2:5][NH:4][CH2:3]1.Cl.C[C:8]1[S:9][CH2:10][CH2:11][N:12]=1.C[O-].[Na+]>C(O)C>[OH:1][CH:2]1[CH2:5][N:4]([C:8]2[S:9][CH2:10][CH2:11][N:12]=2)[CH2:3]1 |f:3.4|. Procedure details: To a solution of 109 mg of 3-hydroxyazetidine.HCl [Compound (1)] in 5 ml of ethanol was added a mixture of 133 mg of 2-methylthiazoline [Compound (2)] and sodium methoxide, and the reaction mixture was refluxed for 8 hours. After removal of the solvent under reduced pressure, the resulting residue was dissolved in chloroform and washed with 50% aqueous potassium carbonate solution. The solvent was removed under reduced pressure to give 119 mg (81.5%) of 3-hydroxy-1-(thiazolin-2-yl)azetidine [Com... Solvent: CN(C=O)C (N,N-dimethylformamide). Reaction SMILES: [N:1]1[C:5]2[CH:6]=[CH:7][CH:8]=[CH:9][C:4]=2[NH:3][C:2]=1[NH:10][C:11]([N:13]1[CH:17]=[CH:16]N=C1)=[S:12].[CH3:18][O:19][C:20]1[CH:25]=[CH:24][CH:23]=[CH:22][C:21]=1CCN.C(OCC)(=O)C>CN(C)C=O>[CH3:18][O:19][C:20]1[CH:25]=[CH:24][CH:23]=[CH:22][C:21]=1[CH2:16][CH2:17][NH:13][C:11]([NH:10][C:2]1[NH:1][C:5]2[CH:6]=[CH:7][CH:8]=[CH:9][C:4]=2[N:3]=1)=[S:12]. The product is COC1=C(C=CC=C1)CCNC(=S)NC=1NC2=C(N1)C=CC=C2 (N-[2-(2-methoxyphenyl)ethyl]-N'-(2-benzimidazolyl)thiourea). Yield: 38.0%. The reactants are N1=C(NC2=C1C=CC=C2)NC(=S)N2C=NC=C2 (1-[(2-benzimidazolyl)thiocarbamoyl]imidazole), COC1=C(C=CC=C1)CCN (2-(2-methoxyphenyl)ethylamine), C(C)(=O)OCC (ethyl acetate). Procedure: A solution of 1-[(2-benzimidazolyl)thiocarbamoyl]imidazole (1.22 g, 5.0 mmol) and 2-(2-methoxyphenyl)ethylamine (0.82 g, 5.0 mmol) in N,N-dimethylformamide (20 mL) was stirred at 90° C. for 2 h. The reaction was cooled to room temperature, poured into ethyl acetate, washed with water, 1N aqueous HCl, water, saturated sodium bicarbonate, and brine. The organic layer was concentrated and the resultant solid was crystallized from EtOAc to provide 0.62 g (38%) of the titled product as a white solid: Starting materials: CN(C)C=O (DMF), C1(=CC=CC=C1)C1=CC(NN=C1C1=CC=CC=C1)=O (5,6-diphenyl-3(2H)-pyridazinone), BrCCCCCCCCC(=O)OC (methyl 9-bromononanoate). Run in O (water). Conditions: time 30 minute. Product: O=C1C=C(C(=NN1CCCCCCCCC(=O)OC)C1=CC=CC=C1)C1=CC=CC=C1 (methyl 6-oxo-3,4-diphenyl-1(6H)-pyridazine nonanoate). Yield: 96.2%. Reaction SMILES: CN(C=O)C.[C:6]1([C:12]2[C:17]([C:18]3[CH:23]=[CH:22][CH:21]=[CH:20][CH:19]=3)=[N:16][NH:15][C:14](=[O:24])[CH:13]=2)[CH:11]=[CH:10][CH:9]=[CH:8][CH:7]=1.Br[CH2:26][CH2:27][CH2:28][CH2:29][CH2:30][CH2:31][CH2:32][CH2:33][C:34]([O:36][CH3:37])=[O:35]>O>[O:24]=[C:14]1[N:15]([CH2:26][CH2:27][CH2:28][CH2:29][CH2:30][CH2:31][CH2:32][CH2:33][C:34]([O:36][CH3:37])=[O:35])[N:16]=[C:17]([C:18]2[CH:19]=[CH:20][CH:21]=[CH:22][CH:23]=2)[C:12]([C:6]2[CH:7]=[CH:8][CH:9]=[CH:10][CH:11]=2)=[CH:13]1. Reported procedure: Sodium hydride (840 mg of a 60% dispersion in oil, 20 mmol) was washed twice with hexanes, covered with DMF (25 mL) and 5,6-diphenyl-3(2H)-pyridazinone (4 g, 16 mmol), obtained according to P. Schmidt, et al., Helvetica Chim. Acta., 37, 134-140 (1954), added. After gas evolution had ceased, the mixture was stirred at room temperature for 30 minutes before adding methyl 9-bromononanoate (4.45 g, 18 mmol). The mixture was heated briefly to 110° C. to give a solution and then allowed to cool before...